This data is from the Open Reaction Database (ORD), a public repository of structured organic reaction records. The task is: describe an organic reaction: reactants, conditions, products, and yield Reactants: O (H2O), CO (MeOH), [OH-].[Li+] (lithium hydroxide), ClC1=NC(=CC(=N1)C(=O)OC)N1CCOCC1 (methyl 2-chloro-6-morpholin-4-ylpyrimidine-4-carboxylate). As a reaction SMILES: [Cl:1][C:2]1[N:7]=[C:6]([C:8]([O:10]C)=[O:9])[CH:5]=[C:4]([N:12]2[CH2:17][CH2:16][O:15][CH2:14][CH2:13]2)[N:3]=1.O.CO.[OH-].[Li+]>C1COCC1>[Cl:1][C:2]1[N:7]=[C:6]([C:8]([OH:10])=[O:9])[CH:5]=[C:4]([N:12]2[CH2:13][CH2:14][O:15][CH2:16][CH2:17]2)[N:3]=1 |f:3.4|. The product is ClC1=NC(=CC(=N1)C(=O)O)N1CCOCC1 (2-chloro-6-morpholin-4-ylpyrimidine-4-carboxylic acid). Isolated yield 99.1%. The solvent is C1CCOC1 (THF). Procedure details: A suspension of methyl 2-chloro-6-morpholin-4-ylpyrimidine-4-carboxylate (0.30 g, 1.16 mmol) in a mixture of THF:H2O:MeOH (12 ml, 4:1:1) is stirred at room temperature for 24 hrs with lithium hydroxide (28 mg, 1.0 eq). The mixture is then evaporated to dryness to give 2-chloro-6-morpholin-4-ylpyrimidine-4-carboxylic acid as a solid (280 mg). The reagents and catalysts are [Pt] (Pt/C). Reaction SMILES: [Br:1][C:2]1[C:8]([F:9])=[CH:7][CH:6]=[C:5]([N+:10]([O-])=O)[C:3]=1[NH2:4]>[Pt].CCO>[Br:1][C:2]1[C:8]([F:9])=[CH:7][CH:6]=[C:5]([NH2:10])[C:3]=1[NH2:4]. Solvent: CCO (EtOH). Run at time 22 hour. Reported procedure: A 500 mL round-bottomed flask containing Pt/C (5%, 6.00 g, 1.54 mmol) and 2-bromo-3-fluoro-6-nitroaniline (600b) (20.85 g, 89 mmol) were treated with EtOH (250 mL) and stirred under an atmosphere of H2 (balloon) for 22 h. LC-MS indicated ca. 35% conversion to the desired material (M+1=204.9/206.9). Another balloon of H2 was added and it was stirred for another 16 h resulting in >90% conversion to the desired product (M+1=204.9/207.1) by LC-MS. The suspension was filtered through a plug of Celite... Reactants: BrC1=C(N)C(=CC=C1F)[N+](=O)[O-] (2-bromo-3-fluoro-6-nitroaniline), desired material. Product: BrC1=C(C(=CC=C1F)N)N (3-bromo-4-fluorobenzene-1,2-diamine). RXN SMILES: [C:13]([CH3:14])([CH3:15])([CH3:16])[O:17][C:18](=[O:19])[CH:20]=[P:21]([c:22]1[cH:23][cH:24][cH:25][cH:26][cH:27]1)([c:28]1[cH:29][cH:30][cH:31][cH:32][cH:33]1)[c:34]1[cH:35][cH:36][cH:37][cH:38][cH:39]1.[Cl:1][c:2]1[c:3]2[c:4]([n:5][cH:6][c:7]1[C:8]#[N:9])[cH:10][cH:11][s:12]2.[Cl:40][CH2:41][Cl:42]>>[Cl:1][c:2]1[c:3]2[c:4]([n:5][cH:6][c:7]1[C:8]#[N:9])[cH:10][c:11]([CH:41]=[CH:20][C:18]([O:17][C:13]([CH3:14])([CH3:15])[CH3:16])=[O:19])[s:12]2. The product is CC(C)(C)OC(=O)C=Cc1cc2ncc(C#N)c(Cl)c2s1. Starting materials: CC(C)(C)OC(=O)C=P(c1ccccc1)(c1ccccc1)c1ccccc1, N#Cc1cnc2ccsc2c1Cl, ClCCl. The reactants are [N+](=O)([O-])C(=CC1=CC(=CC=C1)[N+](=O)[O-])C(C)=O (2-nitro-1-(3nitrophenyl)-but-1-ene-3-one), NC(=C[N+](=O)[O-])C (2-amino-1-nitro-prop-1-ene). Solvent: C(C)O (ethanol). Product: CC=1NC(=C(C(C1[N+](=O)[O-])C1=CC(=CC=C1)[N+](=O)[O-])[N+](=O)[O-])C (1,4-Dihydro-2,6-dimethyl-3,5-dinitro-4-(3-nitrophenyl)-pyridine). Reaction SMILES: [N+:1]([C:4]([C:15](=O)[CH3:16])=[CH:5][C:6]1[CH:11]=[CH:10][CH:9]=[C:8]([N+:12]([O-:14])=[O:13])[CH:7]=1)([O-:3])=[O:2].[NH2:18][C:19]([CH3:24])=[CH:20][N+:21]([O-:23])=[O:22]>C(O)C>[CH3:16][C:15]1[NH:18][C:19]([CH3:24])=[C:20]([N+:21]([O-:23])=[O:22])[CH:5]([C:6]2[CH:11]=[CH:10][CH:9]=[C:8]([N+:12]([O-:14])=[O:13])[CH:7]=2)[C:4]=1[N+:1]([O-:3])=[O:2]. Procedure details: 23.6 g (0.1 mol) of 2-nitro-1-(3nitrophenyl)-but-1-ene-3-one and 10.2 g (0.1 mol) of 2-amino-1-nitro-prop-1-ene in 150 ml of ethanol were heated under reflux for 12 hours. After the mixture had cooled, the solvent was distilled off in vacuo, and the oily residue was taken up in chloroform, and was chromatographed on a silica gel column, using chloroform with the addition of methanol. The product formed yellow crystals of melting point 237°-240° C. (decomposition) in isopropanol.